From a dataset of the Open Reaction Database (ORD), a public repository of structured organic reaction records. describe an organic reaction: reactants, conditions, products, and yield Starting materials: BrC1=C(C(=O)O)C=CC=C1 (2-Bromobenzoic acid), C(C)(C)NC(C)C (diisopropyl amine), C[Si](C)(C)Cl (TMSCl), [Li]CCCC (n-BuLi), hexanes, C(CC(O)(C(=O)O)CC(=O)O)(=O)O (citric acid). The solvent is C1CCOC1 (THF). Reaction conditions: temperature -78 celsius, time 1 hour. Yields the product BrC1=C(C(=O)O)C(=CC=C1)[Si](C)(C)C (2-Bromo-6-(trimethylsilyl)benzoic acid). The yield is 35.0%. RXN SMILES: [Br:1][C:2]1[CH:10]=[CH:9][CH:8]=[CH:7][C:3]=1[C:4]([OH:6])=[O:5].C(NC(C)C)(C)C.[Li]CCCC.[CH3:23][Si:24](Cl)([CH3:26])[CH3:25].C(O)(=O)CC(CC(O)=O)(C(O)=O)O>C1COCC1>[Br:1][C:2]1[CH:10]=[CH:9][CH:8]=[C:7]([Si:24]([CH3:26])([CH3:25])[CH3:23])[C:3]=1[C:4]([OH:6])=[O:5]. Reported procedure: 2-Bromobenzoic acid (30.15 g, 150 mmol), THF (400 mL), and diisopropyl amine (33.4 g, 330 mmol) were stirred under nitrogen and cooled to -78° C. 10M n-BuLi in hexanes (31 mL, 0.31 mol) was then added dropwise, followed by the dropwise addition of TMSCl (17.4 g, 160 mmol). The mixture was allowed to slowly warm to -30° C., stirred for 1 h, then was poured into 25% citric acid (100 mL) and stirred for 15 min. The mixture was extracted with two 100 mL portions of ether, which were combined and was... The solvent is O (water), O (water), aqueous solution, S(O)(O)(=O)=O (sulfuric acid). RXN SMILES: P(=O)(O)(O)O.O.[S:7]([O-:11])([O-:10])(=[O:9])=[O:8].[Ce+4:12].[S:13]([O-:17])([O-:16])(=[O:15])=[O:14].S([O-])([O-])(=O)=O.[Ce+3].S([O-])([O-])(=O)=O.S([O-])([O-])(=O)=O.[Ce+3]>O.S(=O)(=O)(O)O>[S:7]([O-:11])([O-:10])(=[O:9])=[O:8].[Ce+4:12].[S:13]([O-:17])([O-:16])(=[O:15])=[O:14] |f:1.2.3.4,5.6.7.8.9,12.13.14|. Conditions: time 8 hour. Starting materials: P(O)(O)(O)=O (phosphoric acid), reagent-grade, O.S(=O)(=O)([O-])[O-].[Ce+4].S(=O)(=O)([O-])[O-] (cerium (IV) sulfate monohydrate), P(O)(O)(O)=O (phosphoric acid), P(O)(O)(O)=O (phosphoric acid), S(=O)(=O)([O-])[O-].[Ce+3].S(=O)(=O)([O-])[O-].S(=O)(=O)([O-])[O-].[Ce+3] (cerium sulfate). Reported procedure: An aqueous phosphoric acid solution prepared by diluting 200 ml of phosphoric acid solution in a concentration of 14 moles/liter by adding water to make up a volume of 500 ml was introduced into a three-necked flask of 1 liter capacity and heated and kept at 90° C. An aqueous solution of cerium (IV) sulfate, which was prepared separately by dissolving 22.9 g of a reagent-grade cerium (IV) sulfate monohydrate having a purity of 95% in 500 ml of water with admixture of 16 ml of a 18 moles/liter aq... Yields the product S(=O)(=O)([O-])[O-].[Ce+4].S(=O)(=O)([O-])[O-] (cerium (IV) sulfate). The reactants are CC1=C(C=CC(=C1)C)O (2,4-dimethylphenol), C(O)NC(C=C)=O (N-methylolacrylamide), CC(=O)C (acetone). Reagents/catalysts: C1(=CC=C(C=C1)S(=O)(=O)O)C (p-toluenesulfonic acid). The solvent is O (water). Yields the product CC=1C(=C(CNC(C=C)=O)C=C(C1)C)O (N-(3,5-dimethyl-2-hydroxybenzyl)acrylamide). The yield is 84.9%. Reaction SMILES: [CH3:1][C:2]1[CH:7]=[C:6]([CH3:8])[CH:5]=[CH:4][C:3]=1[OH:9].[CH2:10]([NH:12][C:13](=[O:16])[CH:14]=[CH2:15])O.CC(C)=O>C1(C)C=CC(S(O)(=O)=O)=CC=1.O>[CH3:1][C:2]1[C:3]([OH:9])=[C:4]([CH:5]=[C:6]([CH3:8])[CH:7]=1)[CH2:10][NH:12][C:13](=[O:16])[CH:14]=[CH2:15]. Reported procedure: A flask equipped with a condenser and a stirrer was charged with 122 g of 2,4-dimethylphenol, 101 g of N-methylolacrylamide, 1.80 g of p-toluenesulfonic acid and 100 ml of acetone, and the mixture was reacted at 60° C. for 60 minutes with stirring. The obtained reaction mixture was poured into excess water to separate an organic layer. The organic layer was dissolved in 200 ml of methylene chloride, which was washed with three 100 ml portions of water to give 174 g of N-(3,5-dimethyl-2-hydroxybe... The reactants are O=C(c1ccccc1)c1ccc(Br)cc1, C#C[Si](C)(C)C, [Cu]I, Cl[Pd]Cl. Yields the product C[Si](C)(C)C#Cc1ccc(C(=O)c2ccccc2)cc1. RXN SMILES: [Br:1][c:2]1[cH:3][cH:4][c:5]([C:6](=[O:7])[c:8]2[cH:9][cH:10][cH:11][cH:12][cH:13]2)[cH:14][cH:15]1.[CH3:16][Si:17]([CH3:18])([CH3:19])[C:20]#[CH:21].[Cu:25][I:26].[Pd:22]([Cl:23])[Cl:24]>>[c:2]1([C:21]#[C:20][Si:17]([CH3:16])([CH3:18])[CH3:19])[cH:3][cH:4][c:5]([C:6](=[O:7])[c:8]2[cH:9][cH:10][cH:11][cH:12][cH:13]2)[cH:14][cH:15]1. The product is N1=C(C=CC2=CC=CC=C12)COC1=CC2=C(N(C(=N2)CC2(CCCC2)C(=O)O)CC2=CC=C(C=C2)C(F)(F)F)C=C1 (1-({5-(Quinolin-2-ylmethoxy)-1-[4-(trifluoromethyl)benzyl]-1H-benzimidazol-2-yl}methyl)cyclopentanecarboxylic acid). Starting materials: N1=C(C=CC2=CC=CC=C12)COC=1C=C(C(=CC1)NCC1=CC=C(C=C1)C(F)(F)F)N (4-(quinolin-2-ylmethoxy)-N1-(4-(trifluoromethyl)benzyl)benzene-1,2-diamine), C1(OC(CC12CCCC2)=O)=O (2-oxaspiro[4.4]nonane-1,3-dione). Reported procedure: To a 10 mL round bottomed flask, equipped with a reflux condenser, were added 4-(quinolin-2-ylmethoxy)-N1-(4-(trifluoromethyl)benzyl)benzene-1,2-diamine (53 mg, 0.12 mmol), 2-oxaspiro[4.4]nonane-1,3-dione (19 mg, 0.12 mmol) and acetonitrile (1.3 mL). The flask was heated to 80° C. for 72 hours. The mixture was concentrated and the residue was dissolved in ethanol (2 mL) followed by the slow addition of HCl (0.6 mL, 12 N). The mixture was then heated to 80° C. until the starting material had been... The solvent is C(C)#N (acetonitrile). Reaction conditions: temperature 80 celsius. RXN SMILES: [N:1]1[C:10]2[C:5](=[CH:6][CH:7]=[CH:8][CH:9]=2)[CH:4]=[CH:3][C:2]=1[CH2:11][O:12][C:13]1[CH:14]=[C:15]([NH2:31])[C:16]([NH:19][CH2:20][C:21]2[CH:26]=[CH:25][C:24]([C:27]([F:30])([F:29])[F:28])=[CH:23][CH:22]=2)=[CH:17][CH:18]=1.[C:32]1(=[O:42])[C:36]2([CH2:40][CH2:39][CH2:38][CH2:37]2)[CH2:35][C:34](=O)[O:33]1>C(#N)C>[N:1]1[C:10]2[C:5](=[CH:6][CH:7]=[CH:8][CH:9]=2)[CH:4]=[CH:3][C:2]=1[CH2:11][O:12][C:13]1[CH:18]=[CH:17][C:16]2[N:19]([CH2:20][C:21]3[CH:26]=[CH:25][C:24]([C:27]([F:29])([F:30])[F:28])=[CH:23][CH:22]=3)[C:34]([CH2:35][C:36]3([C:32]([OH:42])=[O:33])[CH2:40][CH2:39][CH2:38][CH2:37]3)=[N:31][C:15]=2[CH:14]=1.